From a dataset of the Open Reaction Database (ORD), a public repository of structured organic reaction records. describe an organic reaction: reactants, conditions, products, and yield Starting materials: O(C(C)(C)C)C(=O)N1CC(CC1)=O (1-(tert-butoxylcarbonyl)-3-pyrrolidone), COC(N(C)C)OC (N,N-dimethylformamide dimethyl acetal). The product is CN(C)C=C1CN(CC1=O)C(=O)OC(C)(C)C (tert-Butyl 3-[(dimethylamino)methylene]-4-oxopyrrolidine-1-carboxylate). Reaction SMILES: [O:1]([C:6]([N:8]1[CH2:12][CH2:11][C:10](=[O:13])[CH2:9]1)=[O:7])[C:2]([CH3:5])([CH3:4])[CH3:3].CO[CH:16](OC)[N:17]([CH3:19])[CH3:18]>>[CH3:16][N:17]([CH:19]=[C:11]1[C:10](=[O:13])[CH2:9][N:8]([C:6]([O:1][C:2]([CH3:5])([CH3:3])[CH3:4])=[O:7])[CH2:12]1)[CH3:18]. Procedure: A solution of 1-(tert-butoxylcarbonyl)-3-pyrrolidone (4.10 g) and N,N-dimethylformamide dimethyl acetal (30.0 mL) was heated to 140° C. for 1 h. The resulting mixture was cooled to room temperature and concentrated under reduced pressure. The residue was redissolved in a minimum amount of dichloromethane and triturated with hexane to yield a yellow precipitate. LC-MS=241.1 (M+1). The reactants are CCO, [Na+], [OH-], COC(=O)c1ccc(NC(=O)c2ccccc2-c2ccccc2)cc1. The product is O=C(O)c1ccc(NC(=O)c2ccccc2-c2ccccc2)cc1. Reaction SMILES: [CH2:26]([OH:27])[CH3:28].[Na+:30].[OH-:29].[c:1]1(-[c:20]2[cH:21][cH:22][cH:23][cH:24][cH:25]2)[c:2]([C:7](=[O:8])[NH:9][c:10]2[cH:11][cH:12][c:13]([C:14](=[O:15])[O:16][CH3:17])[cH:18][cH:19]2)[cH:3][cH:4][cH:5][cH:6]1>>[c:1]1(-[c:20]2[cH:21][cH:22][cH:23][cH:24][cH:25]2)[c:2]([C:7](=[O:8])[NH:9][c:10]2[cH:11][cH:12][c:13]([C:14](=[O:15])[OH:16])[cH:18][cH:19]2)[cH:3][cH:4][cH:5][cH:6]1. Reactants: ClC1=NC(=NC(=C1)C(F)(F)F)C=1C=NC=CC1 (4-chloro-2-(3-pyridinyl)-6-trifluoromethylpyrimidine), NC=1C=C2C=C(NC2=CC1)C (5-amino-2-methylindole). Yields the product CC=1NC2=CC=C(C=C2C1)NC1=NC(=NC(=C1)C(F)(F)F)C=1C=NC=CC1 (4-(2-Methyl-indol-5-ylamino)-2-(3-pyridinyl)-6-trifluoromethylpyrimidine). As a reaction SMILES: Cl[C:2]1[CH:7]=[C:6]([C:8]([F:11])([F:10])[F:9])[N:5]=[C:4]([C:12]2[CH:13]=[N:14][CH:15]=[CH:16][CH:17]=2)[N:3]=1.[NH2:18][C:19]1[CH:20]=[C:21]2[C:25](=[CH:26][CH:27]=1)[NH:24][C:23]([CH3:28])=[CH:22]2>>[CH3:28][C:23]1[NH:24][C:25]2[C:21]([CH:22]=1)=[CH:20][C:19]([NH:18][C:2]1[CH:7]=[C:6]([C:8]([F:11])([F:10])[F:9])[N:5]=[C:4]([C:12]3[CH:13]=[N:14][CH:15]=[CH:16][CH:17]=3)[N:3]=1)=[CH:27][CH:26]=2. Reported procedure: The title compound was prepared from 4-chloro-2-(3-pyridinyl)-6-trifluoromethylpyrimidine (50 mg, 0.192 mmol) and 5-amino-2-methylindole (41 mg, 0.288 mmol) similar to Example 190 and was isolated as a solid. 1H NMR (CDCl3): 9.66 (s, 1H), 8.75–8.72 (m, 2H), 8.08 (s, 1H), 7.46–7.34 (m, 4H), 7.10 (d, J=8.4 Hz, 1H), 6.78 (s, 1H), 6.45 (s, 1H). Starting materials: O=C([O-])[O-], CI, CC(C)=O, O=[N+]([O-])c1ccc(F)c(F)c1O, [K+], [K+]. The product is COc1c([N+](=O)[O-])ccc(F)c1F. As a reaction SMILES: [C:13](=[O:14])([O-:15])[O-:16].[CH3:19][I:20].[CH3:21][C:22](=[O:23])[CH3:24].[F:1][c:2]1[c:3]([OH:12])[c:4]([N+:9](=[O:10])[O-:11])[cH:5][cH:6][c:7]1[F:8].[K+:17].[K+:18]>>[F:1][c:2]1[c:3]([O:12][CH3:13])[c:4]([N+:9](=[O:10])[O-:11])[cH:5][cH:6][c:7]1[F:8]. Starting materials: COC(C1=C(C(=CC=C1[N+](=O)[O-])F)C)=O (3-fluoro-2-methyl-6-nitro-benzoic acid methyl ester), BrN1C(CCC1=O)=O (N-bromosuccinimide), N(=NC(C#N)(C)C)C(C#N)(C)C (2,2′-azobisisobutyronitrile). The solvent is C(Cl)(Cl)(Cl)Cl (CCl4). Run at temperature 85 celsius, time 6 hour. Yields the product COC(C1=C(C(=CC=C1[N+](=O)[O-])F)CBr)=O (2-bromomethyl-3-fluoro-6-nitro-benzoic acid methyl ester). Isolated yield 54.0%. As a reaction SMILES: [CH3:1][O:2][C:3](=[O:15])[C:4]1[C:9]([N+:10]([O-:12])=[O:11])=[CH:8][CH:7]=[C:6]([F:13])[C:5]=1[CH3:14].[Br:16]N1C(=O)CCC1=O.N(C(C)(C)C#N)=NC(C)(C)C#N>C(Cl)(Cl)(Cl)Cl>[CH3:1][O:2][C:3](=[O:15])[C:4]1[C:9]([N+:10]([O-:12])=[O:11])=[CH:8][CH:7]=[C:6]([F:13])[C:5]=1[CH2:14][Br:16]. Reported procedure: To a suspension of 3-fluoro-2-methyl-6-nitro-benzoic acid methyl ester (6.1 g, 28.6 mmol) and N-bromosuccinimide in 70 mL of CCl4 is added 2,2′-azobisisobutyronitrile at room temperature under nitrogen atmosphere. The reaction mixture is stirred at 85° C. for 6 hours under N2, then cooled to room temperature and filtrated. The filtrate is extracted with CH2Cl2 and washed with aqueous NaHCO3 solution followed by brine, dried over Na2SO4, filtered and evaporated in vacuo. The residue is purified b... Reactants: C(C)(C)(C)OC(=O)N1CCN(CC1)C1=NC(=CC=C1)Br (4-(6-bromopyridin-2-yl)piperazine-1-carboxylic acid tert-butyl ester), O (water), CC1(C=2C=CC(=CC2C(CC1)(C)C)B(O)O)C (5,5,8,8-tetramethyl-5,6,7,8-tetrahydronaphthalen-2-ylboronic acid), O.P(=O)([O-])([O-])[O-].[K+].[K+].[K+] (tripotassium phosphate monohydrate). The reagents and catalysts are Cl[Pd]([P](C1=CC=CC=C1)(C2=CC=CC=C2)C3=CC=CC=C3)([P](C4=CC=CC=C4)(C5=CC=CC=C5)C6=CC=CC=C6)Cl (bis(triphenylphosphine)-palladium(II) dichloride). Solvent: COCCO (ethylene glycol monomethyl ether). Reaction conditions: temperature 80 celsius, time 16 hour. The product is C(C)(C)(C)OC(=O)N1CCN(CC1)C1=NC(=CC=C1)C1=CC=2C(CCC(C2C=C1)(C)C)(C)C (4-[6-(5,5,8,8-Tetramethyl-5,6,7,8-tetrahydronaphthalen-2-yl)pyridin-2-yl]-piperazine-1-carboxylic acid tert-butyl ester). Reaction SMILES: [C:1]([O:5][C:6]([N:8]1[CH2:13][CH2:12][N:11]([C:14]2[CH:19]=[CH:18][CH:17]=[C:16](Br)[N:15]=2)[CH2:10][CH2:9]1)=[O:7])([CH3:4])([CH3:3])[CH3:2].[CH3:21][C:22]1([CH3:37])[CH2:31][CH2:30][C:29]([CH3:33])([CH3:32])[C:28]2[CH:27]=[C:26](B(O)O)[CH:25]=[CH:24][C:23]1=2.O.P([O-])([O-])([O-])=O.[K+].[K+].[K+].O>COCCO.Cl[Pd](Cl)([P](C1C=CC=CC=1)(C1C=CC=CC=1)C1C=CC=CC=1)[P](C1C=CC=CC=1)(C1C=CC=CC=1)C1C=CC=CC=1>[C:1]([O:5][C:6]([N:8]1[CH2:13][CH2:12][N:11]([C:14]2[CH:19]=[CH:18][CH:17]=[C:16]([C:26]3[CH:25]=[CH:24][C:23]4[C:22]([CH3:37])([CH3:21])[CH2:31][CH2:30][C:29]([CH3:33])([CH3:32])[C:28]=4[CH:27]=3)[N:15]=2)[CH2:10][CH2:9]1)=[O:7])([CH3:4])([CH3:3])[CH3:2] |f:2.3.4.5.6,^1:55,74|. Procedure: 150 mg (0.44 mmol) of 4-(6-bromopyridin-2-yl)piperazine-1-carboxylic acid tert-butyl ester, 112 mg (0.48 mmol) of 5,5,8,8-tetramethyl-5,6,7,8-tetrahydronaphthalen-2-ylboronic acid and 202 mg (0.88 mmol) of tripotassium phosphate monohydrate are suspended in 6 ml of ethylene glycol monomethyl ether, degassed a number of times, and 25 mg (0.04 mmol) of bis(triphenylphosphine)-palladium(II) dichloride are added under nitrogen atmosphere. The reaction mixture is stirred at 80° C. for 16 h, cooled to... Starting materials: COC1=CC(=C(C=C1)C=1C2=C(N=CN1)C(=CN2)C(=O)O)OCCOC (4-[4-methoxy-2-(2-methoxy-ethoxy)-phenyl]-5H-pyrrolo[3,2-d]pyrimidine-7-carboxylic acid), C(C)(C)(C)OC(N[C@@H]1CC[C@@H](CC1)N)=O (cis-(4-amino-cyclohexyl)-carbamic acid tert-butyl ester). Yields the product C(C)(C)(C)OC(N[C@@H]1CC[C@@H](CC1)NC(=O)C1=CNC2=C1N=CN=C2C2=C(C=C(C=C2)OC)OCCOC)=O (cis-[4-({4-[4-Methoxy-2-(2-methoxy-ethoxy)-phenyl]-5H-pyrrolo[3,2-d]pyrimidine-7-carbonyl}-amino)-cyclohexyl]-carbamic acid tert-butyl ester). RXN SMILES: [CH3:1][O:2][C:3]1[CH:8]=[CH:7][C:6]([C:9]2[C:10]3[NH:17][CH:16]=[C:15]([C:18]([OH:20])=O)[C:11]=3[N:12]=[CH:13][N:14]=2)=[C:5]([O:21][CH2:22][CH2:23][O:24][CH3:25])[CH:4]=1.[C:26]([O:30][C:31](=[O:40])[NH:32][C@H:33]1[CH2:38][CH2:37][C@@H:36]([NH2:39])[CH2:35][CH2:34]1)([CH3:29])([CH3:28])[CH3:27]>>[C:26]([O:30][C:31](=[O:40])[NH:32][C@H:33]1[CH2:34][CH2:35][C@@H:36]([NH:39][C:18]([C:15]2[C:11]3[N:12]=[CH:13][N:14]=[C:9]([C:6]4[CH:7]=[CH:8][C:3]([O:2][CH3:1])=[CH:4][C:5]=4[O:21][CH2:22][CH2:23][O:24][CH3:25])[C:10]=3[NH:17][CH:16]=2)=[O:20])[CH2:37][CH2:38]1)([CH3:29])([CH3:27])[CH3:28]. Reported procedure: Starting from 4-[4-methoxy-2-(2-methoxy-ethoxy)-phenyl]-5H-pyrrolo[3,2-d]pyrimidine-7-carboxylic acid (example A74) and commercially available cis-(4-amino-cyclohexyl)-carbamic acid tert-butyl ester the title compound was obtained as colorless solid. Reactants: C(#N)C1=CC=C2C(=NNC2=C1)/C=C/C(=O)OCC ((E)-ethyl 3-(6-cyano-1H-indazol-3-yl)acrylate), C(C)(=O)O (acetic acid), NaH2PO2. Reagents/catalysts: [Ni] (Raney-Nickel). Run in O (H2O), N1=CC=CC=C1 (pyridine), O (H2O). Conditions: temperature 55 celsius. The product is C(=O)C1=CC=C2C(=NNC2=C1)/C=C/C(=O)OCC ((E)-ethyl 3-(6-formyl-1H-indazol-3-yl)acrylate). Yield: 65.0%. RXN SMILES: [C:1]([C:3]1[CH:11]=[C:10]2[C:6]([C:7](/[CH:12]=[CH:13]/[C:14]([O:16][CH2:17][CH3:18])=[O:15])=[N:8][NH:9]2)=[CH:5][CH:4]=1)#N.C(O)(=[O:21])C>N1C=CC=CC=1.O.[Ni]>[CH:1]([C:3]1[CH:11]=[C:10]2[C:6]([C:7](/[CH:12]=[CH:13]/[C:14]([O:16][CH2:17][CH3:18])=[O:15])=[N:8][NH:9]2)=[CH:5][CH:4]=1)=[O:21]. Procedure: To a solution of (E)-ethyl 3-(6-cyano-1H-indazol-3-yl)acrylate (723 mg, 3 mmol) in pyridine (10 mL) was added acetic acid (3 mL), followed by a solution of NaH2PO2 (1.056 g, 12 mmol) in H2O (3 mL). The resulting mixture was stirred for 0.5 min at rt before Raney-Nickel 2400 (slurry in H2O, 0.6 mL) was added in one portion. The resulting mixture was heated at 55° C. (oil temp.) for 1 h before cooling to rt. H2O (30 mL) was added and the mixture was extracted with EtOAc (50 mL×2). Combined extract... Yield: 5.1%. The reactants are IC1=NNC2=CC(=CC=C12)C1CC12C(NC1=CC=C(C=C21)NC(OC(C)(C)C)=O)=O (tert-butyl 2-(3-iodo-1H-indazol-6-yl)-2′-oxospiro[cyclopropane-1,3′-indoline]-5′-ylcarbamate), C(=O)(C(F)(F)F)O (TFA), CN1CCN(CC1)C1=CC=C(C=C1)B1OC(C(O1)(C)C)(C)C (1-methyl-4-(4-(4,4,5,5-tetramethyl-1,3,2-dioxaborolan-2-yl)phenyl)piperazine). Reaction SMILES: I[C:2]1[C:10]2[C:5](=[CH:6][C:7]([CH:11]3[C:13]4([C:21]5[C:16](=[CH:17][CH:18]=[C:19]([NH:22]C(=O)OC(C)(C)C)[CH:20]=5)[NH:15][C:14]4=[O:30])[CH2:12]3)=[CH:8][CH:9]=2)[NH:4][N:3]=1.[CH3:31][N:32]1[CH2:37][CH2:36][N:35]([C:38]2[CH:43]=[CH:42][C:41](B3OC(C)(C)C(C)(C)O3)=[CH:40][CH:39]=2)[CH2:34][CH2:33]1.C(O)(C(F)(F)F)=O>C(Cl)Cl>[NH2:22][C:19]1[CH:20]=[C:21]2[C:16](=[CH:17][CH:18]=1)[NH:15][C:14](=[O:30])[C:13]12[CH2:12][CH:11]1[C:7]1[CH:6]=[C:5]2[C:10]([C:2]([C:41]3[CH:40]=[CH:39][C:38]([N:35]4[CH2:34][CH2:33][N:32]([CH3:31])[CH2:37][CH2:36]4)=[CH:43][CH:42]=3)=[N:3][NH:4]2)=[CH:9][CH:8]=1. Solvent: C(Cl)Cl (CH2Cl2). Reported procedure: The Suzuki coupling was executed according to the method in Example A45, except substituting tert-butyl 2-(3-iodo-1H-indazol-6-yl)-2′-oxospiro[cyclopropane-1,3′-indoline]-5′-ylcarbamate (70 mg, 0.136 mmol), 1-methyl-4-(4-(4,4,5,5-tetramethyl-1,3,2-dioxaborolan-2-yl)phenyl)piperazine (57 mg, 0.190 mmol). The resulting product was dissolved into CH2Cl2 (1.0 mL) and TFA (50 uL) was added. After 1 h the reaction was complete, the solvent was removed and the residue purified by prep-HPLC to give a wh... The product is NC=1C=C2C3(C(NC2=CC1)=O)C(C3)C3=CC=C1C(=NNC1=C3)C3=CC=C(C=C3)N3CCN(CC3)C (5′-amino-2-(3-(4-(4-methylpiperazin-1-yl)phenyl)-1H-indazol-6-yl)spiro[cyclopropane-1,3′-indolin]-2′-one). Run at time 1 hour.